Dataset: the Open Reaction Database (ORD), a public repository of structured organic reaction records. Task: describe an organic reaction: reactants, conditions, products, and yield Starting materials: CCOC(=O)c1cc(-c2cccs2)n[nH]1, ClCCl, O=C1CCC(=O)N1I. Product: CCOC(=O)c1[nH]nc(-c2cccs2)c1I. RXN SMILES: [CH2:1]([CH3:2])[O:3][C:4](=[O:5])[c:6]1[nH:7][n:8][c:9](-[c:11]2[s:12][cH:13][cH:14][cH:15]2)[cH:10]1.[Cl:24][CH2:25][Cl:26].[I:16][N:17]1[C:18](=[O:19])[CH2:20][CH2:21][C:22]1=[O:23]>>[CH2:1]([CH3:2])[O:3][C:4](=[O:5])[c:6]1[nH:7][n:8][c:9](-[c:11]2[s:12][cH:13][cH:14][cH:15]2)[c:10]1[I:16]. Reactants: CCO, CN(C)C=O, CC(=CC#N)CN1C(=O)c2ccccc2S1(=O)=O, [Pd]. Yields the product CC(CC#N)CN1C(=O)c2ccccc2S1(=O)=O. Reaction SMILES: [CH3:19][CH2:20][OH:21].[CH3:22][N:23]([CH3:24])[CH:25]=[O:26].[O:1]=[S:2]1(=[O:18])[N:3]([CH2:12][C:13](=[CH:14][C:15]#[N:16])[CH3:17])[C:4](=[O:11])[c:5]2[c:6]1[cH:7][cH:8][cH:9][cH:10]2.[Pd:27]>>[O:1]=[S:2]1(=[O:18])[N:3]([CH2:12][CH:13]([CH2:14][C:15]#[N:16])[CH3:17])[C:4](=[O:11])[c:5]2[c:6]1[cH:7][cH:8][cH:9][cH:10]2. Procedure: 6-Oxo-1,6-dihydropyridazine-3-carboxylic acid (1 g, 7.14 mmol) was stirred with cyclopentyl iodide (2.05 ml, 17.8 mmol) and potassium carbonate (3 g, 21.4 mmol) in 15 ml DMF for 14 h at room temperature. 50 ml CH2Cl2 was added and the reaction mixture was filtered. The filtrate was concentrated and the title compound was purified by prep HPLC. Yield: 20 mg (0.072 mmol, 1%, MS m/z: 277(100%, M+1)). Starting materials: C(Cl)Cl (CH2Cl2), O=C1C=CC(=NN1)C(=O)O (6-Oxo-1,6-dihydropyridazine-3-carboxylic acid), C1(CCCC1)I (cyclopentyl iodide), C([O-])([O-])=O.[K+].[K+] (potassium carbonate). The solvent is CN(C)C=O (DMF). As a reaction SMILES: [O:1]=[C:2]1[NH:7][N:6]=[C:5]([C:8]([OH:10])=[O:9])[CH:4]=[CH:3]1.[CH:11]1(I)[CH2:15][CH2:14][CH2:13][CH2:12]1.C(=O)([O-])[O-].[K+].[K+].C(Cl)Cl>CN(C=O)C>[CH:11]1([O:9][C:8]([C:5]2[CH:4]=[CH:3][C:2](=[O:1])[N:7]([CH:11]3[CH2:15][CH2:14][CH2:13][CH2:12]3)[N:6]=2)=[O:10])[CH2:15][CH2:14][CH2:13][CH2:12]1 |f:2.3.4|. Product: C1(CCCC1)OC(=O)C1=NN(C(C=C1)=O)C1CCCC1 (Cyclopentyl-1-cyclopentyl-6-oxo-1,6-dihydropyridazine-3-carboxylate). Starting materials: 54.0, C(=O)NCCCN(CCCNC=O)C (N,N-bis(3-formamidopropyl)methylamine), COC1=C(C=C(CCl)C=C1)[N+](=O)[O-] (4-methoxy-3-nitrobenzyl chloride). Solvent: C(C)#N (acetonitrile), C(C)#N (acetonitrile). Conditions: time 2 hour. The product is [Cl-].C[N+](CCCNC=O)(CCCNC=O)CC1=CC(=C(C=C1)OC)[N+](=O)[O-] (N-methyl-N-(3-nitro-4-methoxybenzyl)-N,N-bis(3-formamidopropyl)ammonium chloride). As a reaction SMILES: [CH:1]([NH:3][CH2:4][CH2:5][CH2:6][N:7]([CH3:14])[CH2:8][CH2:9][CH2:10][NH:11][CH:12]=[O:13])=[O:2].[CH3:15][O:16][C:17]1[CH:24]=[CH:23][C:20]([CH2:21][Cl:22])=[CH:19][C:18]=1[N+:25]([O-:27])=[O:26]>C(#N)C>[Cl-:22].[CH3:14][N+:7]([CH2:21][C:20]1[CH:23]=[CH:24][C:17]([O:16][CH3:15])=[C:18]([N+:25]([O-:27])=[O:26])[CH:19]=1)([CH2:6][CH2:5][CH2:4][NH:3][CH:1]=[O:2])[CH2:8][CH2:9][CH2:10][NH:11][CH:12]=[O:13] |f:3.4|. Reported procedure: A mixture of 54.0 parts of N,N-bis(3-formamidopropyl)methylamine, 50.4 parts of 4-methoxy-3-nitrobenzyl chloride, and 78 parts of acetonitrile was stirred at reflux for seven and a half hours. An additional 78 parts of acetonitrile was added to the reaction mixture causing an oil to separate. Heating at reflux was continued for an additional two hours and the 140 parts of acetonitrile was distilled away and 200 parts of water was added. The remaining acetonitrile was removed by distillation and ... The reactants are c1ccc(Cn2ccnc2)cc1, C1CCOC1, CC(C)[N-]C(C)C, [Li+], CCOP(=O)(Cl)OCC. Product: CCOP(=O)(OCC)c1nccn1Cc1ccccc1. RXN SMILES: [CH2:1]([c:2]1[cH:3][cH:4][cH:5][cH:6][cH:7]1)[n:8]1[cH:9][n:10][cH:11][cH:12]1.[CH2:30]1[O:31][CH2:32][CH2:33][CH2:34]1.[CH3:14][CH:15]([N-:16][CH:17]([CH3:18])[CH3:19])[CH3:20].[Li+:13].[P:21](=[O:22])([O:23][CH2:24][CH3:25])([O:26][CH2:27][CH3:28])[Cl:29]>>[CH2:1]([c:2]1[cH:3][cH:4][cH:5][cH:6][cH:7]1)[n:8]1[c:9]([P:21](=[O:22])([O:23][CH2:24][CH3:25])[O:26][CH2:27][CH3:28])[n:10][cH:11][cH:12]1. Reactants: [BH4-], CC(C)(C)OC(=O)N(Cc1ccc(Cl)c(C=O)c1)C1CC1, CO, NC1CC1, [Na+]. Product: CC(C)(C)OC(=O)N(Cc1ccc(Cl)c(CNC2CC2)c1)C1CC1. RXN SMILES: [BH4-:26].[C:1]([CH3:2])([CH3:3])([CH3:4])[O:5][C:6]([N:7]([CH:8]1[CH2:9][CH2:10]1)[CH2:11][c:12]1[cH:13][c:14]([CH:19]=[O:20])[c:15]([Cl:18])[cH:16][cH:17]1)=[O:21].[CH3:28][OH:29].[CH:22]1([NH2:25])[CH2:23][CH2:24]1.[Na+:27]>>[C:1]([CH3:2])([CH3:3])([CH3:4])[O:5][C:6]([N:7]([CH:8]1[CH2:9][CH2:10]1)[CH2:11][c:12]1[cH:13][c:14]([CH2:19][NH:25][CH:22]2[CH2:23][CH2:24]2)[c:15]([Cl:18])[cH:16][cH:17]1)=[O:21]. Reactants: BrCC1=C(C=CC(=C1)OC)F (2-Bromomethyl-1-fluoro-4-methoxy-benzene), enolate, C[Si](C)(C)[N-][Si](C)(C)C.[K+] (KHMDS), solution, C(C)(C)(C)OC(CN=C(C1=CC=CC=C1)C1=CC=CC=C1)=O ((Benzhydrylidene-amino)-acetic acid tert-butyl ester). The solvent is C1CCOC1 (THF), CCOCC.CCCCC (ether pentane), C1(=CC=CC=C1)C (toluene), C1CCOC1 (THF), C1CCOC1 (THF). Conditions: time 2 hour. The product is C(C)(C)(C)OC(C(CC1=C(C=CC(=C1)OC)F)N=C(C1=CC=CC=C1)C1=CC=CC=C1)=O (2-(Benzhydrylidene-amino)-3-(2-fluoro-5-methoxy-phenyl)-propionic acid tert-butyl ester), crude yellow oil. Yield: 115.0%. As a reaction SMILES: C[Si]([N-][Si](C)(C)C)(C)C.[K+].[C:11]([O:15][C:16](=[O:32])[CH2:17][N:18]=[C:19]([C:26]1[CH:31]=[CH:30][CH:29]=[CH:28][CH:27]=1)[C:20]1[CH:25]=[CH:24][CH:23]=[CH:22][CH:21]=1)([CH3:14])([CH3:13])[CH3:12].Br[CH2:34][C:35]1[CH:40]=[C:39]([O:41][CH3:42])[CH:38]=[CH:37][C:36]=1[F:43]>C1(C)C=CC=CC=1.C1COCC1.CCOCC.CCCCC>[C:11]([O:15][C:16](=[O:32])[CH:17]([N:18]=[C:19]([C:20]1[CH:21]=[CH:22][CH:23]=[CH:24][CH:25]=1)[C:26]1[CH:27]=[CH:28][CH:29]=[CH:30][CH:31]=1)[CH2:34][C:35]1[CH:40]=[C:39]([O:41][CH3:42])[CH:38]=[CH:37][C:36]=1[F:43])([CH3:14])([CH3:12])[CH3:13] |f:0.1,6.7|. Procedure: KHMDS (550 μl of a 0.5 M solution in toluene, 0.55 mmol) diluted with dry THF (1.5 mL) was added to a solution of t-butylglycinate Schiff base 3 (68 mg, 0.23 mmol) in THF (1.5 mL). A mixture containing 2-fluoro-5-methoxybenzyl bromide (35, 50 mg, 0.23 mmol) in THF (1.0 mL) was immediately added to the resulting enolate solution at −78° C. The combined mixture was warmed to room temperature, stirred for 2 h, diluted with 1:1 ether/pentane (20 mL), washed with brine (3×10 mL), dried (sodium sulfat... Reactants: C(C)C1=C(C(=CC(=C1)C)CC)C(C(=O)NN)=O (2-(2,6-diethyl-4-methylphenyl)-2-oxoacetohydrazide), C(CC)=O (propanal). The solvent is CO (methanol). Run at time 2 hour. Product: C(C)C1=C(C(=CC(=C1)C)CC)C(C(=O)NN=CCC)=O (1-[2-(2,6-diethyl-4-methylphenyl)-2-oxoacetyl]-2-propylidenehydrazine). As a reaction SMILES: [CH2:1]([C:3]1[CH:8]=[C:7]([CH3:9])[CH:6]=[C:5]([CH2:10][CH3:11])[C:4]=1[C:12](=[O:17])[C:13]([NH:15][NH2:16])=[O:14])[CH3:2].[CH:18](=O)[CH2:19][CH3:20]>CO>[CH2:1]([C:3]1[CH:8]=[C:7]([CH3:9])[CH:6]=[C:5]([CH2:10][CH3:11])[C:4]=1[C:12](=[O:17])[C:13]([NH:15][N:16]=[CH:18][CH2:19][CH3:20])=[O:14])[CH3:2]. Procedure: To a 100 mL volume three-necked flask, 10.0 g of 2-(2,6-diethyl-4-methylphenyl)-2-oxoacetohydrazide ((12-1)-(11)-39), 38 ml of methanol and 6.16 ml of propanal were added and the mixture was stirred at room temperature for 2 hours. The reaction mixture was concentrated under reduced pressure. The residue was washed with hexane and dried under reduced pressure to give 9.44 g of 1-[2-(2,6-diethyl-4-methylphenyl)-2-oxoacetyl]-2-propylidenehydrazine ((40-a)-(14)-3). Reactants: CO, C[O-], Cl, O=C(O)C(F)(F)F, NO, [Na+], COC(=O)C1CC2(CCCO2)CC1NC(=O)c1ccc(C2CCOc3ccccc32)cc1. Product: O=C(O)C(F)(F)F, O=C(NC1CC2(CCCO2)CC1C(=O)NO)c1ccc(C2CCOc3ccccc32)cc1. As a reaction SMILES: [CH3:43][OH:44].[CH3:45][O-:46].[ClH:40].[F:33][C:34]([C:35](=[O:36])[OH:37])([F:38])[F:39].[NH2:41][OH:42].[Na+:47].[O:1]1[CH2:2][CH2:3][CH:4]([c:11]2[cH:12][cH:13][c:14]([C:15](=[O:16])[NH:17][CH:18]3[CH:19]([C:27](=[O:28])[O:29][CH3:30])[CH2:20][C:21]4([CH2:22][CH2:23][CH2:24][O:25]4)[CH2:26]3)[cH:31][cH:32]2)[c:5]2[cH:6][cH:7][cH:8][cH:9][c:10]21>>[F:33][C:34]([C:35](=[O:36])[OH:37])([F:38])[F:39].[O:1]1[CH2:2][CH2:3][CH:4]([c:11]2[cH:12][cH:13][c:14]([C:15](=[O:16])[NH:17][CH:18]3[CH:19]([C:27](=[O:28])[NH:41][OH:42])[CH2:20][C:21]4([CH2:22][CH2:23][CH2:24][O:25]4)[CH2:26]3)[cH:31][cH:32]2)[c:5]2[cH:6][cH:7][cH:8][cH:9][c:10]21.